Dataset: the Open Reaction Database (ORD), a public repository of structured organic reaction records. Task: describe an organic reaction: reactants, conditions, products, and yield Starting materials: FC1=C(C(=CC=C1)F)N1C(NCC2=C1N=C(N=C2C=2C=C(C(=O)NCCC)C=CC2C)S(=O)C)=O (3-[8-(2,6-difluorophenyl)-2-(methylsulfinyl)-7-oxo-5,6,7,8-tetrahydropyrimido[4,5-d]pyrimidin-4-yl]-4-methyl-N-propylbenzamide), CC(C)NCCCN (N-(1-methylethyl)-1,3-propanediamine), resultant solution. Solvent: C(Cl)Cl (DCM). Yields the product DCM DCM[90] MeOH[7] NH4OH[3], FC1=C(C(=CC=C1)F)N1C(NCC2=C1N=C(N=C2C=2C=C(C(=O)NCCC)C=CC2C)NCCCNC(C)C)=O (3-[8-(2,6-difluorophenyl)-2-({3-[(1-methylethyl)amino]propyl]amino)-7-oxo-5,6,7,8-tetrahydropyrimido[4,5-d]pyrimidin-4-yl}-4-methyl-N-propylbenzamide). Isolated yield 39.3%. As a reaction SMILES: [F:1][C:2]1[CH:7]=[CH:6][CH:5]=[C:4]([F:8])[C:3]=1[N:9]1[C:14]2[N:15]=[C:16](S(C)=O)[N:17]=[C:18]([C:19]3[CH:20]=[C:21]([CH:28]=[CH:29][C:30]=3[CH3:31])[C:22]([NH:24][CH2:25][CH2:26][CH3:27])=[O:23])[C:13]=2[CH2:12][NH:11][C:10]1=[O:35].[CH3:36][CH:37]([NH:39][CH2:40][CH2:41][CH2:42][NH2:43])[CH3:38]>C(Cl)Cl>[F:1][C:2]1[CH:7]=[CH:6][CH:5]=[C:4]([F:8])[C:3]=1[N:9]1[C:14]2[N:15]=[C:16]([NH:43][CH2:42][CH2:41][CH2:40][NH:39][CH:37]([CH3:38])[CH3:36])[N:17]=[C:18]([C:19]3[CH:20]=[C:21]([CH:28]=[CH:29][C:30]=3[CH3:31])[C:22]([NH:24][CH2:25][CH2:26][CH3:27])=[O:23])[C:13]=2[CH2:12][NH:11][C:10]1=[O:35]. Procedure details: To a solution of compound 3-[8-(2,6-difluorophenyl)-2-(methylsulfinyl)-7-oxo-5,6,7,8-tetrahydropyrimido[4,5-d]pyrimidin-4-yl]-4-methyl-N-propylbenzamide (30 mg, 0.06 mmol) in DCM (5 mL) was added N-(1-methylethyl)-1,3-propanediamine (0.042 mL, 0.30 mmol). The resultant solution was stirred at room temperature over night. The result mixture was concentrated. CombiFlash chromatography (mobile phase DCM/DCM[90]+MeOH[7]+NH4OH[3]) provided the title compound as a white solid (13 mg, 39%). LC-MS m/z 5... The reactants are CCOCC, OCCCc1cccc(Oc2ccccc2)c1, BrP(Br)Br, c1ccncc1. Yields the product BrCCCc1cccc(Oc2ccccc2)c1. Reaction SMILES: [CH3:28][CH2:29][O:30][CH2:31][CH3:32].[O:1]([c:2]1[cH:3][cH:4][cH:5][cH:6][cH:7]1)[c:8]1[cH:9][c:10]([CH2:14][CH2:15][CH2:16][OH:17])[cH:11][cH:12][cH:13]1.[P:24]([Br:25])([Br:26])[Br:27].[cH:18]1[cH:19][cH:20][n:21][cH:22][cH:23]1>>[O:1]([c:2]1[cH:3][cH:4][cH:5][cH:6][cH:7]1)[c:8]1[cH:9][c:10]([CH2:14][CH2:15][CH2:16][Br:25])[cH:11][cH:12][cH:13]1. Starting materials: CCCCOC(=O)c1ncc2cc(Sc3ccccc3)ccc2c1O, CO, O. The product is CCCCOC(=O)c1ncc2cc(S(=O)c3ccccc3)ccc2c1O. Reaction SMILES: [CH2:1]([CH2:2][CH2:3][CH3:4])[O:5][C:6](=[O:7])[c:8]1[n:9][cH:10][c:11]2[cH:12][c:13]([S:19][c:20]3[cH:21][cH:22][cH:23][cH:24][cH:25]3)[cH:14][cH:15][c:16]2[c:17]1[OH:18].[CH3:27][OH:28].[OH2:26]>>[CH2:1]([CH2:2][CH2:3][CH3:4])[O:5][C:6](=[O:7])[c:8]1[n:9][cH:10][c:11]2[cH:12][c:13]([S:19]([c:20]3[cH:21][cH:22][cH:23][cH:24][cH:25]3)=[O:26])[cH:14][cH:15][c:16]2[c:17]1[OH:18]. Starting materials: CC1=C(N=C(O1)C1=CC=CC=C1)COC1=CC=C(C=C1)CC(=O)OC(CCC(=O)OC)C(C1=CC=CC=C1)=O (methyl 4-[4-(5-methyl-2-phenyl-4-oxazolylmethoxy)phenyl]acetoxy-5-oxo-5-phenylpentanoate), C(C)(=O)[O-].[NH4+] (ammonium acetate), C(C)(=O)O (acetic acid). The solvent is C(C)(=O)OCC (ethyl acetate). Yields the product CC1=C(N=C(O1)C1=CC=CC=C1)COC1=CC=C(CC=2OC(=C(N2)C2=CC=CC=C2)CCC(=O)OC)C=C1 (methyl 3-[2-[4-(5-methyl-2-phenyl-4-oxazolylmethoxy)benzyl]-4-phenyl-5-oxazolyl]propionate). Isolated yield 82.8%. RXN SMILES: [CH3:1][C:2]1[O:6][C:5]([C:7]2[CH:12]=[CH:11][CH:10]=[CH:9][CH:8]=2)=[N:4][C:3]=1[CH2:13][O:14][C:15]1[CH:20]=[CH:19][C:18]([CH2:21][C:22]([O:24][CH:25]([C:32](=O)[C:33]2[CH:38]=[CH:37][CH:36]=[CH:35][CH:34]=2)[CH2:26][CH2:27][C:28]([O:30][CH3:31])=[O:29])=O)=[CH:17][CH:16]=1.C([O-])(=O)C.[NH4+:44].C(O)(=O)C>C(OCC)(=O)C>[CH3:1][C:2]1[O:6][C:5]([C:7]2[CH:12]=[CH:11][CH:10]=[CH:9][CH:8]=2)=[N:4][C:3]=1[CH2:13][O:14][C:15]1[CH:20]=[CH:19][C:18]([CH2:21][C:22]2[O:24][C:25]([CH2:26][CH2:27][C:28]([O:30][CH3:31])=[O:29])=[C:32]([C:33]3[CH:38]=[CH:37][CH:36]=[CH:35][CH:34]=3)[N:44]=2)=[CH:17][CH:16]=1 |f:1.2|. Reported procedure: A mixture of methyl 4-[4-(5-methyl-2-phenyl-4-oxazolylmethoxy)phenyl]acetoxy-5-oxo-5-phenylpentanoate (1.34 g), ammonium acetate (685 mg) and acetic acid (5 ml) was refluxed for 3 hrs. After cooling, ethyl acetate was added to the reaction mixture. The obtained ethyl acetate solution was washed with saturated aqueous sodium hydrogen carbonate and then saturated brine, dried (MgSO4) and concentrated. The residue was subjected to silica gel column chromatography, and methyl 3-[2-[4-(5-methyl-2-phe...